Dataset: the Open Reaction Database (ORD), a public repository of structured organic reaction records. Task: describe an organic reaction: reactants, conditions, products, and yield Starting materials: C(=O)N (formamide), C(#N)[BH3-].[Na+] (sodium cyanoborohydride), C(C1=CC=CC=C1)OC1=CC=C(C=C1)C1=CC(=NN1C1=CC=C(C=C1)OC)N (5-[4-(Benzyloxy)phenyl]-1-(4-methoxyphenyl)-1H-pyrazol-3-amine), C(=O)N (formamide), C(#N)[BH3-].[Na+] (sodium cyanoborohydride). Run in CO (methanol). Conditions: time 3 day. The product is C(C1=CC=CC=C1)OC1=CC=C(C=C1)C1=CC(=NN1C1=CC=C(C=C1)OC)N(C)C (5-[4-(Benzyloxy)phenyl]-1-(4-methoxyphenyl)-N,N-dimethyl-1H-pyrazol-3-amine). Reaction SMILES: [CH:1]([NH2:3])=O.[C:4]([BH3-])#N.[Na+].[CH2:8]([O:15][C:16]1[CH:21]=[CH:20][C:19]([C:22]2[N:26]([C:27]3[CH:32]=[CH:31][C:30]([O:33][CH3:34])=[CH:29][CH:28]=3)[N:25]=[C:24](N)[CH:23]=2)=[CH:18][CH:17]=1)[C:9]1[CH:14]=[CH:13][CH:12]=[CH:11][CH:10]=1>CO>[CH2:8]([O:15][C:16]1[CH:21]=[CH:20][C:19]([C:22]2[N:26]([C:27]3[CH:32]=[CH:31][C:30]([O:33][CH3:34])=[CH:29][CH:28]=3)[N:25]=[C:24]([N:3]([CH3:1])[CH3:4])[CH:23]=2)=[CH:18][CH:17]=1)[C:9]1[CH:14]=[CH:13][CH:12]=[CH:11][CH:10]=1 |f:1.2|. Procedure details: 37% Aqueous formamide solution (6 ml) and sodium cyanoborohydride (1.39 g) were added successively to a solution of 5-[4-(benzyloxy)phenyl]-1-(4-methoxyphenyl)-1H-pyrazol-3-amine obtained by Example 14-2 (2.75 g) in methanol 30 ml. The reaction mixture was stirred at room temperature for 3 days, occasionally adding 37% aqueous formamide solution and sodium cyanoborohydride appropriate amount to consume all starting material. RXN SMILES: [Cl:1][CH:2]([CH3:27])[CH:3]([NH:15][C:16]([CH:18]1[CH2:22][C:21]([F:26])([CH2:23][CH2:24][CH3:25])[CH2:20][NH:19]1)=[O:17])[CH:4]1[CH:9]([OH:10])[CH:8]([OH:11])[CH:7]([OH:12])[CH:6]([S:13][CH3:14])[O:5]1.[CH2:28]1[O:30][CH2:29]1>CO>[Cl:1][CH:2]([CH3:27])[CH:3]([NH:15][C:16]([CH:18]1[CH2:22][C:21]([F:26])([CH2:23][CH2:24][CH3:25])[CH2:20][N:19]1[CH2:28][CH2:29][OH:30])=[O:17])[CH:4]1[CH:9]([OH:10])[CH:8]([OH:11])[CH:7]([OH:12])[CH:6]([S:13][CH3:14])[O:5]1. Procedure details: 4-Fluoro-4-propyl-pyrrolidine-2-carboxylic acid [2-chloro-1-(3,4,5-trihydroxy-6-methylsulfanyl-tetrahydro-pyran-2-yl)-propyl]-amide 18a (Example 32) was treated with ethylene oxide in methanol as detailed in scheme 19 to furnish the title compound. MS (ESPOS): 473.3 [M+H]+. The reactants are ClC(C(C1OC(C(C(C1O)O)O)SC)NC(=O)C1NCC(C1)(CCC)F)C (4-Fluoro-4-propyl-pyrrolidine-2-carboxylic acid [2-chloro-1-(3,4,5-trihydroxy-6-methylsulfanyl-tetrahydro-pyran-2-yl)-propyl]-amide), C1CO1 (ethylene oxide). Run in CO (methanol). Product: ClC(C(C1OC(C(C(C1O)O)O)SC)NC(=O)C1N(CC(C1)(CCC)F)CCO)C (4-Fluoro-1-(2-hydroxy-ethyl)-4-propyl-pyrrolidine-2-carboxylic acid [2-chloro-1-(3,4,5-trihydroxy-6-methylsulfanyl-tetrahydro-pyran-2-yl)-propyl]-amide). Starting materials: CC(C)([O-])C.[K+] (potassium t-butoxide), C(C)OP(=O)(OCC)CC#N (diethylphosphonoacetonitrile), ClC=1N=C(NC1C(=O)NCC1=C(C(=C(C=C1)Cl)OC1=CC(=CC(=C1)C=O)Cl)F)CC (4-chloro-N-({4-chloro-3-[(3-chloro-5-formylphenyl)oxy]-2-fluorophenyl}methyl)-2-ethyl-1H-imidazole-5-carboxamide). Solvent: C1CCOC1 (THF), C1CCOC1 (THF). Reaction conditions: temperature 5 celsius, time 30 minute. Yields the product ClC=1N=C(NC1C(=O)NCC1=C(C(=C(C=C1)Cl)OC1=CC(=CC(=C1)\C=C\C#N)Cl)F)CC (4-chloro-N-{[4-chloro-3-({3-chloro-5-[(E)-2-cyanoethenyl]phenyl}oxy)-2-fluorophenyl]methyl}-2-ethyl-1H-imidazole-5-carboxamide). Yield: 76.2%. RXN SMILES: C(OP([CH2:9][C:10]#[N:11])(OCC)=O)C.CC(C)([O-])C.[K+].[Cl:18][C:19]1[N:20]=[C:21]([CH2:46][CH3:47])[NH:22][C:23]=1[C:24]([NH:26][CH2:27][C:28]1[CH:33]=[CH:32][C:31]([Cl:34])=[C:30]([O:35][C:36]2[CH:41]=[C:40]([CH:42]=O)[CH:39]=[C:38]([Cl:44])[CH:37]=2)[C:29]=1[F:45])=[O:25]>C1COCC1>[Cl:18][C:19]1[N:20]=[C:21]([CH2:46][CH3:47])[NH:22][C:23]=1[C:24]([NH:26][CH2:27][C:28]1[CH:33]=[CH:32][C:31]([Cl:34])=[C:30]([O:35][C:36]2[CH:41]=[C:40](/[CH:42]=[CH:9]/[C:10]#[N:11])[CH:39]=[C:38]([Cl:44])[CH:37]=2)[C:29]=1[F:45])=[O:25] |f:1.2|. Procedure: A solution of diethylphosphonoacetonitrile (15 μL, 0.094 mmol) in THF (1 mL) was cooled to 5° C. in an ice bath and potassium t-butoxide (1 M in THF, 94 μL, 0.094 mmol) was added dropwise. The reaction was stirred at 5° C. for 30 min and a solution of 4-chloro-N-({4-chloro-3-[(3-chloro-5-formylphenyl)oxy]-2-fluorophenyl}methyl)-2-ethyl-1H-imidazole-5-carboxamide (40 mg, 0.085 mmol) in THF (1 mL) was added dropwise. The reaction was stirred at 5° C. for 30 min, warmed to room temperature and stir...